Task: describe an organic reaction: reactants, conditions, products, and yield. Dataset: the Open Reaction Database (ORD), a public repository of structured organic reaction records Reactants: ice, S(=O)(Cl)Cl (thionyl chloride), ice, FC(C1=CC=C(C=N1)CO)(F)F ((6-trifluoromethyl-pyridin-3-yl)-methanol), C(C)(C)N(C(C)C)CC (N,N-diisopropyl ethyl amine), 4-dimethyl-aminopyridine, [C-]#N.[Na+] (sodium cyanide). Solvent: O (water), CC(C)(C)OC (TBME), C1CCOC1 (THF). Run at temperature 0 celsius, time 30 minute. The product is FC(C1=CC=C(C=N1)CC#N)(F)F ((6-Trifluoromethyl-pyridin-3-yl)-acetonitrile). Isolated yield 69.4%. As a reaction SMILES: [F:1][C:2]([F:12])([F:11])[C:3]1[N:8]=[CH:7][C:6]([CH2:9]O)=[CH:5][CH:4]=1.[CH:13]([N:16](CC)C(C)C)(C)C.S(Cl)(Cl)=O.[C-]#N.[Na+]>C1COCC1.CC(OC)(C)C.O>[F:1][C:2]([F:12])([F:11])[C:3]1[N:8]=[CH:7][C:6]([CH2:9][C:13]#[N:16])=[CH:5][CH:4]=1 |f:3.4|. Procedure: To a solution of (6-trifluoromethyl-pyridin-3-yl)-methanol (4.93 g, 27.8 mmol) in THF (50 mL) were added N,N-diisopropyl ethyl amine (5.7 mL, 33 mmol) and 4-dimethyl-aminopyridine (17 mg, 0.14 mmol). After cooling to 0° C. thionyl chloride (4.8 mL, 56 mmol) was added dropwise over a period of 10 min. After stirring for 30 min. at 0° C., the ice bath was replaced with a water bath and stirred for 2 h at ambient temperature. The resulting brown reaction mixture was concentrated in vacuo, diluted w... Reactants: O=C1CCN(Cc2ccccc2)CC1, Cc1ccccc1, NC1CCCCC1. Yields the product c1ccc(CN2CCC(=NC3CCCCC3)CC2)cc1. RXN SMILES: [CH2:1]([c:2]1[cH:3][cH:4][cH:5][cH:6][cH:7]1)[N:8]1[CH2:9][CH2:10][C:11](=[O:14])[CH2:12][CH2:13]1.[CH3:22][c:23]1[cH:24][cH:25][cH:26][cH:27][cH:28]1.[NH2:15][CH:16]1[CH2:17][CH2:18][CH2:19][CH2:20][CH2:21]1>>[CH2:1]([c:2]1[cH:3][cH:4][cH:5][cH:6][cH:7]1)[N:8]1[CH2:9][CH2:10][C:11](=[N:15][CH:16]2[CH2:17][CH2:18][CH2:19][CH2:20][CH2:21]2)[CH2:12][CH2:13]1. Reactants: ClCC(CCCl)O (1,4-dichloro-2-butanol), C(#N)C1=CC=C(C=C1)O (4-cyanophenol). The product is ClCCC(COC1=CC=C(C#N)C=C1)O (4-(4-Chloro-2-hydroxybutoxy)benzonitrile). Isolated yield 13.0%. RXN SMILES: Cl[CH2:2][CH:3]([OH:7])[CH2:4][CH2:5][Cl:6].[C:8]([C:10]1[CH:15]=[CH:14][C:13]([OH:16])=[CH:12][CH:11]=1)#[N:9]>>[Cl:6][CH2:5][CH2:4][CH:3]([OH:7])[CH2:2][O:16][C:13]1[CH:14]=[CH:15][C:10]([C:8]#[N:9])=[CH:11][CH:12]=1. Procedure: Utilizing the procedure of Preparation 21, 1,4-dichloro-2-butanol was reacted with 4-cyanophenol to give white title compound, m.p. 78°-80° C. in 13% yield. Starting materials: BrC1=NC=C(N=C1)Br (2,5-dibromopyrazine), FC1=CC=C(C=C1)B(O)O ((4-fluorophenyl)boronic acid), C([O-])([O-])=O.[Na+].[Na+] (sodium carbonate). The reagents and catalysts are C=1C=CC(=CC1)[P](C=2C=CC=CC2)(C=3C=CC=CC3)[Pd]([P](C=4C=CC=CC4)(C=5C=CC=CC5)C=6C=CC=CC6)([P](C=7C=CC=CC7)(C=8C=CC=CC8)C=9C=CC=CC9)[P](C=1C=CC=CC1)(C=1C=CC=CC1)C=1C=CC=CC1 (Pd(PPh3)4). Solvent: C1(=CC=CC=C1)C (toluene), C(C)O (ethanol). Conditions: temperature 40 celsius, time 1 hour. Product: BrC1=NC=C(N=C1)C1=CC=C(C=C1)F (2-bromo-5-(4-fluorophenyl)pyrazine). Yield: 118.5%. As a reaction SMILES: Br[C:2]1[CH:7]=[N:6][C:5]([Br:8])=[CH:4][N:3]=1.[F:9][C:10]1[CH:15]=[CH:14][C:13](B(O)O)=[CH:12][CH:11]=1.C(=O)([O-])[O-].[Na+].[Na+]>C1(C)C=CC=CC=1.C(O)C.C1C=CC([P]([Pd]([P](C2C=CC=CC=2)(C2C=CC=CC=2)C2C=CC=CC=2)([P](C2C=CC=CC=2)(C2C=CC=CC=2)C2C=CC=CC=2)[P](C2C=CC=CC=2)(C2C=CC=CC=2)C2C=CC=CC=2)(C2C=CC=CC=2)C2C=CC=CC=2)=CC=1>[Br:8][C:5]1[CH:4]=[N:3][C:2]([C:13]2[CH:14]=[CH:15][C:10]([F:9])=[CH:11][CH:12]=2)=[CH:7][N:6]=1 |f:2.3.4,^1:38,40,59,78|. Reported procedure: To a solution of 2,5-dibromopyrazine (100 mg, 0.4 mmol) in toluene (6 mL) and ethanol (3 mL) was added (4-fluorophenyl)boronic acid (29 mg, 0.2 mmol) and 2M sodium carbonate solution (2.84 mL). The solution was purged with argon for 15 min, Pd(PPh3)4 (4 mg, 0.004 mmol) was added, and the reaction mixture was purged with argon for 15 min. The resulting mixture was heated to 40° C. and stirred for 1 h. The reaction mixture was concentrated, diluted with water (20 mL), and extracted with ethyl acet... The reactants are [N+](=O)([O-])[O-].[Na+] (sodium nitrate), N(=O)[O-].[Na+] (sodium nitrite), C(#N)C1=C(C=CC=C1)O (2-cyanophenol), S(O)(O)(=O)=O (sulfuric acid). The solvent is C(Cl)Cl (methylene chloride), C(Cl)Cl (methylene chloride). Conditions: time 24 hour. The product is [N+](=O)([O-])C1=C(C(=CC=C1)C#N)O (2-nitro-6-cyanophenol). The yield is 42.7%. As a reaction SMILES: [C:1]([C:3]1[CH:8]=[CH:7][CH:6]=[CH:5][C:4]=1[OH:9])#[N:2].[N+:10]([O-])([O-:12])=[O:11].[Na+].S(=O)(=O)(O)O.N([O-])=O.[Na+]>C(Cl)Cl>[N+:10]([C:5]1[CH:6]=[CH:7][CH:8]=[C:3]([C:1]#[N:2])[C:4]=1[OH:9])([O-:12])=[O:11] |f:1.2,4.5|. Procedure details: 2-cyanophenol (2.38 g, 20 mmol) was dissolved in methylene chloride(40 mL) followed by the addition of sodium nitrate (1.88 g, 22 mmol). The addition of sulfuric acid (20 mL/3M) was then made, followed by addition of a catalytic amount of sodium nitrite. The mixture was allowed to stir. After 24 hours, the reaction mixture was diluted with methylene chloride and extracted with water. The organic layer was dried over MgSO4 and filtered. The solvent was evaporated and chromatography of the resulti... Starting materials: C(#N)C1=C(C(=C(C=C1)C=1C=NN(C1O)C1=NC=C(C(=O)O)C=C1)C)F (6-(4-(4-cyano-3-fluoro-2-methylphenyl)-5-hydroxy-1H-pyrazol-1-yl)nicotinic acid), C(C)(C)N1[C@@H](CNCC1)C ((R)-1-isopropyl-2-methylpiperazine). The product is FC1=C(C#N)C=CC(=C1C)C=1C=NN(C1O)C1=NC=C(C=C1)C(=O)N1C[C@H](N(CC1)C(C)C)C ((R)-2-fluoro-4-(5-hydroxy-1-(5-(4-isopropyl-3-methylpiperazine-1-carbonyl)pyridin-2-yl)-1H-pyrazol-4-yl)-3-methylbenzonitrile). Reaction SMILES: [C:1]([C:3]1[CH:8]=[CH:7][C:6]([C:9]2[CH:10]=[N:11][N:12]([C:15]3[CH:23]=[CH:22][C:18]([C:19](O)=[O:20])=[CH:17][N:16]=3)[C:13]=2[OH:14])=[C:5]([CH3:24])[C:4]=1[F:25])#[N:2].[CH:26]([N:29]1[CH2:34][CH2:33][NH:32][CH2:31][C@H:30]1[CH3:35])([CH3:28])[CH3:27]>>[F:25][C:4]1[C:5]([CH3:24])=[C:6]([C:9]2[CH:10]=[N:11][N:12]([C:15]3[CH:23]=[CH:22][C:18]([C:19]([N:32]4[CH2:33][CH2:34][N:29]([CH:26]([CH3:28])[CH3:27])[C@H:30]([CH3:35])[CH2:31]4)=[O:20])=[CH:17][N:16]=3)[C:13]=2[OH:14])[CH:7]=[CH:8][C:3]=1[C:1]#[N:2]. Reported procedure: The title compound was prepared in a manner similar to Example 303 using 6-(4-(4-cyano-3-fluoro-2-methylphenyl)-5-hydroxy-1H-pyrazol-1-yl)nicotinic acid and (R)-1-isopropyl-2-methylpiperazine. 1H NMR (400 MHz, DMSO-d6) δ ppm 1.18 (d, J=5.81 Hz, 4H) 1.30 (d, J=6.32 Hz, 5H) 2.33 (d, J=2.27 Hz, 3H) 2.85-3.65 (m, 5H) 3.89 (br. s., 2H) 4.20-4.83 (m, 1H) 7.64 (br. s., 1H) 7.70-7.79 (m, 1H) 7.93-8.77 (m, 4H) 9.36-10.10 (m, 1H). ESI-MS m/z [M+H]+ 463.3. Starting materials: material, ClC1(C2CCC(C2C1=O)CCC(CC)O[Si](C)(C)C(C)(C)C)Cl (6,6-dichloro-2-(3-[(1,1-dimethylethyl)dimethylsiloxy]pent-1-yl)bicyclo[3.2.0]-heptan-7-one), C(C)(=O)O (acetic acid). The reagents and catalysts are [Zn] (zinc). Yields the product OC(CCC1C2CC(CC2CC1)=O)CC (2-(3-hydroxypent-1-yl)bicyclo[3.3.0]-octan-7-one). As a reaction SMILES: Cl[C:2]1(Cl)[C:8](=[O:9])[CH:7]2[CH:3]1[CH2:4][CH2:5][CH:6]2[CH2:10][CH2:11][CH:12]([O:15][Si](C(C)(C)C)(C)C)[CH2:13][CH3:14].[C:24](O)(=O)C>[Zn]>[OH:15][CH:12]([CH2:13][CH3:14])[CH2:11][CH2:10][CH:6]1[CH2:5][CH2:4][CH:3]2[CH:7]1[CH2:24][C:8](=[O:9])[CH2:2]2. Procedure: The procedure followed is the same as that described in Example 11 substituting the starting material prepared in Example 28, 6,6-dichloro-2-(3-[(1,1-dimethylethyl)dimethylsiloxy]pent-1-yl)bicyclo[3.2.0]-heptan-7-one{7,7-dichloro-4-[3,[[(1,1-dimethylethyl)dimethylsilyl]oxy]pentyl]bicyclo[3.2.0]heptan-6-one} and isomers (2.4 g, 6.1 mmoles), glacial acetic acid (17 ml), and zinc powder (5 g). The crude produce is chromatographed on silica gel and subsequently kugelrohred under vacuum leaving a cle...